From a dataset of the Open Reaction Database (ORD), a public repository of structured organic reaction records. describe an organic reaction: reactants, conditions, products, and yield Reactants: FC1=CC=C(C=C1)S(=O)(=O)N[C@H](C)C(=O)O (N-[(4-fluorophenyl)sulfonyl]-D-alanine), C=C(C)C (isobutene), S(O)(O)(=O)=O (sulfuric acid), C([O-])(O)=O.[Na+] (sodium bicarbonate). The solvent is O1CCOCC1 (1,4-dioxane), C(Cl)Cl (CH2Cl2). Run at time 95 hour. Yields the product FC1=CC=C(C=C1)S(=O)(=O)N[C@H](C)C(=O)OC(C)(C)C (N-[(4-fluorophenyl)sulfonyl]-D-alanine, 1,1-dimethylethyl ester). As a reaction SMILES: [F:1][C:2]1[CH:7]=[CH:6][C:5]([S:8]([NH:11][C@@H:12]([C:14]([OH:16])=[O:15])[CH3:13])(=[O:10])=[O:9])=[CH:4][CH:3]=1.[CH2:17]=[C:18]([CH3:20])[CH3:19].S(=O)(=O)(O)O.C(=O)(O)[O-].[Na+]>O1CCOCC1.C(Cl)Cl>[F:1][C:2]1[CH:3]=[CH:4][C:5]([S:8]([NH:11][C@@H:12]([C:14]([O:16][C:18]([CH3:20])([CH3:19])[CH3:17])=[O:15])[CH3:13])(=[O:9])=[O:10])=[CH:6][CH:7]=1 |f:3.4|. Procedure details: A solution of N-[(4-fluorophenyl)sulfonyl]-D-alanine from Example 3a (8.00 g, 32.4 mmol), isobutene (120 mL), and concentrated sulfuric acid (0.5 mL) in 1,4-dioxane (20 mL) and CH2Cl2 (60 mL) was added to a 500 mL high pressure bottle and sealed. The mixture was shaken at room temperature for 95 hours at a pressure of 18 psi. The mixture was poured into an aqueous solution containing 20 g of sodium bicarbonate, which was cooled by an ice bath. The aqueous solution was extracted with ethyl acetat... The reactants are Brc1ccoc1, CCOC(C)=O, O=Cc1ccc(B(O)O)cc1, [Na+], [Na+], O=C([O-])[O-]. The product is O=Cc1ccc(-c2ccoc2)cc1. RXN SMILES: [Br:1][c:2]1[cH:3][o:4][cH:5][cH:6]1.[CH3:24][CH2:25][O:26][C:27](=[O:28])[CH3:29].[CH:7](=[O:8])[c:9]1[cH:10][cH:11][c:12]([B:15]([OH:16])[OH:17])[cH:13][cH:14]1.[Na+:18].[Na+:19].[O-:20][C:21](=[O:22])[O-:23]>>[c:2]1(-[c:12]2[cH:11][cH:10][c:9]([CH:7]=[O:8])[cH:14][cH:13]2)[cH:3][o:4][cH:5][cH:6]1. The solvent is C(C)(C)(C)O (tert-butanol). Reagents/catalysts: C=1C=CC(=CC1)/C=C/C(=O)/C=C/C2=CC=CC=C2.C=1C=CC(=CC1)/C=C/C(=O)/C=C/C2=CC=CC=C2.C=1C=CC(=CC1)/C=C/C(=O)/C=C/C2=CC=CC=C2.[Pd].[Pd] (tris(dibenzylideneacetone)dipalladium). The reactants are ClC1=C2C(=NC=C1)NC=C2 (4-chloro-1H-pyrrolo[2,3-b]pyridine), ClC1=C(N)C=CC(=C1)[N+](=O)[O-] (2-chloro-4-nitroaniline), C1(CCCCC1)P(C1=C(C=CC=C1)C1=C(C=C(C=C1C(C)C)C(C)C)C(C)C)C1CCCCC1 (dicyclohexyl(2′,4′,6′-triisopropylbiphenyl-2-yl)phosphine), C([O-])([O-])=O.[K+].[K+] (potassium carbonate). Product: ClC1=C(C=CC(=C1)[N+](=O)[O-])NC=1C2=C(N=CC1)NC=C2 (N-(2-Chloro-4-nitrophenyl)-1H-pyrrolo[2,3-b]pyridine-4-amine). As a reaction SMILES: Cl[C:2]1[CH:7]=[CH:6][N:5]=[C:4]2[NH:8][CH:9]=[CH:10][C:3]=12.[Cl:11][C:12]1[CH:18]=[C:17]([N+:19]([O-:21])=[O:20])[CH:16]=[CH:15][C:13]=1[NH2:14].C1(P(C2CCCCC2)C2C=CC=CC=2C2C(C(C)C)=CC(C(C)C)=CC=2C(C)C)CCCCC1.C(=O)([O-])[O-].[K+].[K+]>C1C=CC(/C=C/C(/C=C/C2C=CC=CC=2)=O)=CC=1.C1C=CC(/C=C/C(/C=C/C2C=CC=CC=2)=O)=CC=1.C1C=CC(/C=C/C(/C=C/C2C=CC=CC=2)=O)=CC=1.[Pd].[Pd].C(O)(C)(C)C>[Cl:11][C:12]1[CH:18]=[C:17]([N+:19]([O-:21])=[O:20])[CH:16]=[CH:15][C:13]=1[NH:14][C:2]1[C:3]2[CH:10]=[CH:9][NH:8][C:4]=2[N:5]=[CH:6][CH:7]=1 |f:3.4.5,6.7.8.9.10|. Reported procedure: Variant B: A mixture of 200 mg (1.31 mmol) of 4-chloro-1H-pyrrolo[2,3-b]pyridine, 678 mg (3.93 mmol) of 2-chloro-4-nitroaniline, 60 mg (0.07 mmol) of tris(dibenzylideneacetone)dipalladium, 62 mg (0.13 mmol) of dicyclohexyl(2′,4′,6′-triisopropylbiphenyl-2-yl)phosphine and 399 mg (2.88 mmol) of potassium carbonate and 2.50 ml of degassed tert-butanol is stirred in a sealed pressure vessel at 100° C. for 3 h. Conditions: temperature 100 celsius, time 3 hour. Reactants: S1C(=CC=C1)N1SNC2=C1C=C(C(=C2C=2SC=CC2)[N+](=O)[O-])[N+](=O)[O-] (1,4-di(2-thienyl)-5,6-dinitro-2,1,3-benzothiadiazole). Reagents/catalysts: [Fe] (iron). Solvent: C(C)(=O)O (acetic acid). The product is S1C(=CC=C1)N1SNC2=C1C=C(C(=C2C=2SC=CC2)N)N (1,4-di(2-thienyl)-5,6-diamino-2,1,3-benzothiadiazole). The yield is 96.1%. RXN SMILES: [S:1]1[CH:5]=[CH:4][CH:3]=[C:2]1[N:6]1[C:10]2[CH:11]=[C:12]([N+:23]([O-])=O)[C:13]([N+:20]([O-])=O)=[C:14]([C:15]3[S:16][CH:17]=[CH:18][CH:19]=3)[C:9]=2[NH:8][S:7]1>[Fe].C(O)(=O)C>[S:1]1[CH:5]=[CH:4][CH:3]=[C:2]1[N:6]1[C:10]2[CH:11]=[C:12]([NH2:23])[C:13]([NH2:20])=[C:14]([C:15]3[S:16][CH:17]=[CH:18][CH:19]=3)[C:9]=2[NH:8][S:7]1. Procedure: The 1,4-di(2-thienyl)-5,6-dinitro-2,1,3-benzothiadiazole (502 mg, 1.29 mmol) synthesized above was added to acetic acid (40 mL) together with iron dust (878 mg, 15.72 mmol) and reacted at 90° C. for 24 hours. The resulting solution was poured to distilled water and extracted with ether. The organic solvent layer was dried to obtain 1,4-di(2-thienyl)-5,6-diamino-2,1,3-benzothiadiazole (410 mg, 1.24 mmol, yield: 96%) as yellowish brown solid. 1H NMR (400 MHz, CDCl3, ppm): δ 7.56 (dd, 2H, J=5.5 Hz,... The reactants are Cl.N[C@@H](C)C(=O)N (alanine amide hydrochloride), CC(=O)C=O (pyruvic aldehyde). Yields the product OC1=NC=C(N=C1C)C (2-Hydroxy-3,5-dimethylpyrazine). As a reaction SMILES: Cl.[NH2:2][C@H:3]([C:5]([NH2:7])=[O:6])[CH3:4].[CH3:8][C:9]([CH:11]=O)=O>>[OH:6][C:5]1[C:3]([CH3:4])=[N:2][C:9]([CH3:11])=[CH:8][N:7]=1 |f:0.1|. Procedure: The title-compound was prepared from alanine amide hydrochloride and pyruvic aldehyde as described by Karmas and Spoerri, J. Am. Chem. Soc., 1952, 74, 1580 m.p.=149.5°-151° C. (Lit. 146°-147° C.). Starting materials: FC(C1=CC=C(C=C1)O)(F)F (4-trifluoromethylphenol), BrC[Si]1(CCC(CC1)CCCCCOC)C1=CC=CC=C1 (4-bromomethyl-1-(5-methoxypentyl)-4-phenyl-4-silacyclohexane). Reported procedure: The general procedure of Example 9 was repeated using 4-trifluoromethylphenol and 4-bromomethyl-1-(5-methoxypentyl)-4-phenyl-4-silacyclohexane, thereby obtaining the intended compound. As a reaction SMILES: [F:1][C:2]([F:11])([F:10])[C:3]1[CH:8]=[CH:7][C:6]([OH:9])=[CH:5][CH:4]=1.Br[CH2:13][Si:14]1(C2C=CC=CC=2)[CH2:19][CH2:18][CH:17]([CH2:20][CH2:21][CH2:22][CH2:23][CH2:24][O:25][CH3:26])[CH2:16][CH2:15]1>>[F:1][C:2]([F:10])([F:11])[C:3]1[CH:4]=[CH:5][C:6]([O:9][CH2:13][Si@H:14]2[CH2:19][CH2:18][C@H:17]([CH2:20][CH2:21][CH2:22][CH2:23][CH2:24][O:25][CH3:26])[CH2:16][CH2:15]2)=[CH:7][CH:8]=1. Yields the product FC(C1=CC=C(C=C1)OC[Si@@H]1CC[C@H](CC1)CCCCCOC)(F)F (trans-4-(4-trifluoromethylphenyloxymethyl)-1-(5-methoxypentyl)-4-silacyclohexane). Reaction SMILES: [Br:1][c:2]1[n:3][c:4]([CH:12]2[CH2:13][C:14](=[O:16])[CH2:15]2)[n:5]2[c:6]1[c:7]([Cl:11])[n:8][cH:9][cH:10]2.[CH2:20]1[O:21][CH2:22][CH2:23][CH2:24]1.[CH3:18][Mg+:19].[Cl-:17]>>[Br:1][c:2]1[n:3][c:4]([CH:12]2[CH2:13][C:14]([OH:16])([CH3:18])[CH2:15]2)[n:5]2[c:6]1[c:7]([Cl:11])[n:8][cH:9][cH:10]2. Yields the product CC1(O)CC(c2nc(Br)c3c(Cl)nccn23)C1. Starting materials: O=C1CC(c2nc(Br)c3c(Cl)nccn23)C1, C1CCOC1, C[Mg+], [Cl-]. Product: CC1=CC=C(C=C1)C(N1CCCCC1)(C1=CC=C(C=C1)C)C1=CC=C(C=C1)C (1-[tris(4-methylphenyl)methyl]piperidine). Solvent: C(Cl)(Cl)Cl (chloroform), C(C)#N (acetonitrile). RXN SMILES: [CH3:1][C:2]1[CH:7]=[CH:6][C:5]([C:8]([C:17]2[CH:22]=[CH:21][C:20]([CH3:23])=[CH:19][CH:18]=2)([C:10]2[CH:15]=[CH:14][C:13]([CH3:16])=[CH:12][CH:11]=2)O)=[CH:4][CH:3]=1.S(Cl)(Cl)=O.[NH:28]1[CH2:33][CH2:32][CH2:31][CH2:30][CH2:29]1>C(Cl)(Cl)Cl.C(#N)C>[CH3:1][C:2]1[CH:7]=[CH:6][C:5]([C:8]([C:17]2[CH:22]=[CH:21][C:20]([CH3:23])=[CH:19][CH:18]=2)([C:10]2[CH:15]=[CH:14][C:13]([CH3:16])=[CH:12][CH:11]=2)[N:28]2[CH2:33][CH2:32][CH2:31][CH2:30][CH2:29]2)=[CH:4][CH:3]=1. Reaction conditions: time 2 hour. Reported procedure: Compound 22 described above (0.17 g, 0.562 mmol) was dissolved in chloroform (4 mL) (Wako Pure Chemical Industries, Ltd.), and thionyl chloride (0.5 mL) (Wako Pure Chemical Industries, Ltd.) was added dropwise while cooling with ice. The mixture was returned to room temperature and stirred for 2 hours, and then the solvent was distilled off under reduced pressure, to thereby obtain a residue. The residue was dissolved in acetonitrile (4 mL) (Wako Pure Chemical Industries, Ltd.), and piperidine (... Reactants: CC1=CC=C(C=C1)C(O)(C1=CC=C(C=C1)C)C1=CC=C(C=C1)C (tris(4-methylphenyl)methanol), S(=O)(Cl)Cl (thionyl chloride), N1CCCCC1 (piperidine). Isolated yield 92.0%.